Task: describe an organic reaction: reactants, conditions, products, and yield. Dataset: the Open Reaction Database (ORD), a public repository of structured organic reaction records The reactants are NC1=C(C=C(C=2C(C3=CC=CC=C3C(C12)=O)=O)NC1=C(C=C(C=C1)CN)S(=O)(=O)O)S(=O)(=O)O (1-Amino-4-(4'-Aminomethyl-2'-sulfoanilino)anthraquinone-2-sulfonic acid), N1=C(Cl)N=C(Cl)N=C1Cl (cyanuric chloride), 1-aminobenzene 3-β-sulfatoethylsulfone, NC1=C(C=C(C=2C(C3=CC=CC=C3C(C12)=O)=O)NC1=C(C=C(C=C1)CN)S(=O)(=O)O)S(=O)(=O)O (1-amino-4-(4'-aminomethyl-2'-sulfoanilino)anthraquinone-2-sulfonic acid). Product: C1=CC=CC=2C(C3=CC=CC=C3C(C12)=O)=O (anthraquinone). As a reaction SMILES: N[C:2]1[C:15]2[C:14](=[O:16])[C:13]3[C:8](=[CH:9][CH:10]=[CH:11][CH:12]=3)[C:7](=[O:17])[C:6]=2[C:5](NC2C=CC(CN)=CC=2S(O)(=O)=O)=[CH:4][C:3]=1S(O)(=O)=O.N1C(Cl)=NC(Cl)=NC=1Cl>>[CH:9]1[C:8]2[C:7](=[O:17])[C:6]3[C:15](=[CH:2][CH:3]=[CH:4][CH:5]=3)[C:14](=[O:16])[C:13]=2[CH:12]=[CH:11][CH:10]=1. Procedure details: 1-Amino-4-(4'-Aminomethyl-2'-sulfoanilino)anthraquinone-2-sulfonic acid (27.3 parts), cyanuric chloride (9.3 parts) and 1-aminobenzene-3-β-sulfatoethylsulfone (14.1 parts) were subjected to condensation in an aqueous medium one after another in a usual manner. Successively, the resulting condensate was further subjected to condensation with 1-amino-4-(4'-aminomethyl-2'-sulfoanilino)anthraquinone-2-sulfonic acid (24.5 parts) at 60° to 70° C. under a weak acid condition, and thereafter, the reacti... Reactants: NC1=CC=C2C=CC=C(C2=C1)N1CCN(CC1)C (7-amino-1-(4-methyl-1-piperazinyl)-naphthalene), [N+](=O)([O-])C=1C=CC(=NC1)Cl (5-nitro-2-chloropyridine). The reagents and catalysts are CN(C1=CC=NC=C1)C (4-dimethylaminopyridine). Solvent: CN(C)C=O (DMF). Product: [N+](=O)([O-])C=1C=CC(=NC1)NC1=CC=C2C=CC=C(C2=C1)N1CCN(CC1)C (7-(5-Nitro-2-pyridylamino)-1-(4-methyl-1-piperazinyl)-naphthalene). Yield: 42.5%. As a reaction SMILES: [NH2:1][C:2]1[CH:11]=[C:10]2[C:5]([CH:6]=[CH:7][CH:8]=[C:9]2[N:12]2[CH2:17][CH2:16][N:15]([CH3:18])[CH2:14][CH2:13]2)=[CH:4][CH:3]=1.[N+:19]([C:22]1[CH:23]=[CH:24][C:25](Cl)=[N:26][CH:27]=1)([O-:21])=[O:20]>CN(C)C1C=CN=CC=1.CN(C=O)C>[N+:19]([C:22]1[CH:23]=[CH:24][C:25]([NH:1][C:2]2[CH:11]=[C:10]3[C:5]([CH:6]=[CH:7][CH:8]=[C:9]3[N:12]3[CH2:17][CH2:16][N:15]([CH3:18])[CH2:14][CH2:13]3)=[CH:4][CH:3]=2)=[N:26][CH:27]=1)([O-:21])=[O:20]. Reported procedure: A mixture of 7-amino-1-(4-methyl-1-piperazinyl)-naphthalene (0.212 g, 0.88 mmol), 5-nitro-2-chloropyridine (0.314 g, 1.98 mmol), and 4-dimethylaminopyridine (0.085 g, 0.7 mmol) in dry DMF (2 mL) was refluxed 8 hours. The solvent was removed in vacuo and the residue was taken up in methylene chloride. The organic phase was washed with saturated 0.5N NaOH and brine, dried over calcium sulfate and concentrated. The residue was flash chromatographed on silica gel (1×4 inches). Gradient elution with ...